Task: describe an organic reaction: reactants, conditions, products, and yield. Dataset: the Open Reaction Database (ORD), a public repository of structured organic reaction records Starting materials: [OH-].[NH4+] (ammonium hydroxide), COC=1C=C(C=CC1)CCN (β-(3-methoxyphenyl)-ethylamine), C1=CC=C(C=C1)CCBr (β-phenethyl bromide). Solvent: O (water). Run at temperature 165 celsius, time 5 minute. Yields the product C(CC1=CC=CC=C1)NCCC1=CC(=CC=C1)OC (N-phenethyl-3-methoxyphenethylamine). Yield: 47.1%. RXN SMILES: [CH3:1][O:2][C:3]1[CH:4]=[C:5]([CH2:9][CH2:10][NH2:11])[CH:6]=[CH:7][CH:8]=1.[CH:12]1[CH:17]=[CH:16][C:15]([CH2:18][CH2:19]Br)=[CH:14][CH:13]=1.[OH-].[NH4+]>O>[CH2:19]([NH:11][CH2:10][CH2:9][C:5]1[CH:6]=[CH:7][CH:8]=[C:3]([O:2][CH3:1])[CH:4]=1)[CH2:18][C:15]1[CH:16]=[CH:17][CH:12]=[CH:13][CH:14]=1 |f:2.3|. Procedure details: A mixture of 1.51 g of β-(3-methoxyphenyl)-ethylamine and 1.85 g of β-phenethyl bromide was heated to 70°-80° C. on a bath and then was progressively heated to 165° C. over 10 minutes. The mixture was held at 165° C. for 5 minutes and was then cooled. 50 ml of water and then 4 ml of concentrated ammonium hydroxide were added thereto and the mixture was extracted 3 times with 40 ml of methylene chloride. The combined organic extracts were washed with 100 ml of aqueous sodium chloride solution and...